From a dataset of the Open Reaction Database (ORD), a public repository of structured organic reaction records. describe an organic reaction: reactants, conditions, products, and yield Reactants: CN(C=O)C (dimethylformamide), CI (methyl iodide), CN(C=O)C (dimethylformamide), C=1(N=C(N=C2C=CC=3NC=4CCCCC4C3C21)N)N (8,9,10,11-tetrahydro-7H-pyrimido[4,5-c]carbazole-1,3-diamine), [H-].[Na+] (sodium hydride). Solvent: C(C)(=O)O (acetic acid). Run at time 2 hour. Product: CN1C=2CCCCC2C=2C=3C(C=CC12)=NC(=NC3N)N (8,9,10,11-Tetrahydro-7-methyl-7H-pyrimido[4,5-c]carbazole-1,3-diamine). As a reaction SMILES: [CH3:1][N:2]([CH3:5])[CH:3]=O.[C:6]1([NH2:24])[N:7]=[C:8]([NH2:23])[N:9]=[C:10]2[C:22]=1[C:21]1[C:20]3C[CH2:18][CH2:17][CH2:16][C:15]=3NC=1[CH:12]=[CH:11]2.[H-].[Na+].CI>C(O)(=O)C>[CH3:1][N:2]1[C:5]2[CH:12]=[CH:11][C:10]3=[N:9][C:8]([NH2:23])=[N:7][C:6]([NH2:24])=[C:22]3[C:21]=2[C:20]2[CH2:15][CH2:16][CH2:17][CH2:18][C:3]1=2 |f:2.3|. Procedure: Dry dimethylformamide (150 ml.), 4.62 g. 8,9,10,11-tetrahydro-7H-pyrimido[4,5-c]carbazole-1,3-diamine and 0.96 g. ca. 50% sodium hydride-mineral oil dispersion are stirred, under nitrogen, for 1 hour. A solution of 2.84 g. methyl iodide in 10 ml. dry dimethylformamide is added during 10 minutes and stirring is continued for ca. 2 hours. Glacial acetic acid (20 ml.) is added and the solvent is removed. The residue is stirred with 12 g. sodium methoxide-150 ml. methanol for 2 hours and the mixture...